From a dataset of the Open Reaction Database (ORD), a public repository of structured organic reaction records. describe an organic reaction: reactants, conditions, products, and yield Reactants: COCCl (methoxymethyl chloride), CCCCCC (hexane), C1(=CC=CC=C1)C1(CC1)C(=O)OC (methyl 1-phenylcyclopropanecarboxylate), O (water). Reagents/catalysts: [Ti](Cl)(Cl)(Cl)Cl (titanium tetrachloride). Run in C(Cl)Cl (methylene chloride), C(C)(=O)OCC (ethyl acetate), C(Cl)Cl (methylene chloride). Conditions: time 5 hour. Yields the product ClCC1=CC=C(C=C1)C1(CC1)C(=O)OC (Methyl 1-(4-Chloromethylphenyl)cyclopropanecarboxylate). RXN SMILES: [C:1]1([C:7]2([C:10]([O:12][CH3:13])=[O:11])[CH2:9][CH2:8]2)[CH:6]=[CH:5][CH:4]=[CH:3][CH:2]=1.CO[CH2:16][Cl:17].O.CCCCCC>C(Cl)Cl.[Ti](Cl)(Cl)(Cl)Cl.C(OCC)(=O)C>[Cl:17][CH2:16][C:4]1[CH:5]=[CH:6][C:1]([C:7]2([C:10]([O:12][CH3:13])=[O:11])[CH2:9][CH2:8]2)=[CH:2][CH:3]=1. Procedure: To a solution of methyl 1-phenylcyclopropanecarboxylate (8.5 g) in methylene chloride (70 ml) was added titanium tetrachloride (8.0 ml) under ice-cooling. To this solution was added dropwise a solution of methoxymethyl chloride (5.5 ml) in methylene chloride (30 ml) under ice-cooling. The mixture was stirred at room temperature for 5 hr and left standing overnight. The reaction mixture was poured into water and extracted with ethyl acetate. The extract was washed with an aqueous sodium hydrogenc... Reactants: [Br-], CC(C)[Mg+], [Cu]I, N#CC(C#N)=Cc1ccc(OC(F)(F)F)cc1, C1CCOC1. Product: CC(C)C(c1ccc(OC(F)(F)F)cc1)C(C#N)C#N. RXN SMILES: [Br-:18].[CH:19]([CH3:20])([CH3:21])[Mg+:22].[Cu:28][I:29].[F:1][C:2]([O:3][c:4]1[cH:5][cH:6][c:7]([CH:8]=[C:9]([C:10]#[N:11])[C:12]#[N:13])[cH:14][cH:15]1)([F:16])[F:17].[O:23]1[CH2:24][CH2:25][CH2:26][CH2:27]1>>[F:1][C:2]([O:3][c:4]1[cH:5][cH:6][c:7]([CH:8]([CH:9]([C:10]#[N:11])[C:12]#[N:13])[CH:19]([CH3:20])[CH3:21])[cH:14][cH:15]1)([F:16])[F:17]. The reactants are O=C(CNC(=O)C1=CC=C(C=C1)C1=CC=CC=C1)N1CCNCC1 (Biphenyl-4-carboxylic acid (2-oxo-2-piperazin-1-yl-ethyl)-amide), CCN(C(C)C)C(C)C (DIPEA), C(C)(C)(C)OC(=O)NC1=C(C(=O)O)C=CC=C1 (2-tert-butoxycarbonylamino-benzoic acid), C=1C=CC2=C(C1)N=NN2O (HOBT), CCN=C=NCCCN(C)C (EDCI). Solvent: O (water), CN(C)C=O (DMF). Run at time 2 minute. Yields the product C(C)(C)(C)OC(NC1=C(C=CC=C1)C(=O)N1CCN(CC1)C(CNC(=O)C1=CC=C(C=C1)C1=CC=CC=C1)=O)=O ([2-(4-{2-[(Biphenyl-4-carbonyl)-amino]-acetyl}-piperazine-1-carbonyl)-phenyl]-carbamic acid tert-butyl ester). Isolated yield 50.3%. As a reaction SMILES: CCN(C(C)C)C(C)C.[C:10]([O:14][C:15]([NH:17][C:18]1[CH:26]=[CH:25][CH:24]=[CH:23][C:19]=1[C:20]([OH:22])=O)=[O:16])([CH3:13])([CH3:12])[CH3:11].C1C=CC2N(O)N=NC=2C=1.CCN=C=NCCCN(C)C.[O:48]=[C:49]([N:66]1[CH2:71][CH2:70][NH:69][CH2:68][CH2:67]1)[CH2:50][NH:51][C:52]([C:54]1[CH:59]=[CH:58][C:57]([C:60]2[CH:65]=[CH:64][CH:63]=[CH:62][CH:61]=2)=[CH:56][CH:55]=1)=[O:53]>CN(C=O)C.O>[C:10]([O:14][C:15](=[O:16])[NH:17][C:18]1[CH:26]=[CH:25][CH:24]=[CH:23][C:19]=1[C:20]([N:69]1[CH2:68][CH2:67][N:66]([C:49](=[O:48])[CH2:50][NH:51][C:52]([C:54]2[CH:59]=[CH:58][C:57]([C:60]3[CH:65]=[CH:64][CH:63]=[CH:62][CH:61]=3)=[CH:56][CH:55]=2)=[O:53])[CH2:71][CH2:70]1)=[O:22])([CH3:11])([CH3:12])[CH3:13]. Procedure details: DIPEA (194.78 mg, 0.26 mL, 0.15 mmol) was added to a stirred solution of 2-tert-butoxycarbonylamino-benzoic acid (79.47 mg, 0.33 mmol) in DMF (3 mL). HOBT (49.7 mg, 0.36 mmol) and EDCI (160.5 mg, 0.83 mmol) were then added at room temperature. After 2 minutes, Biphenyl-4-carboxylic acid (2-oxo-2-piperazin-1-yl-ethyl)-amide (130 mg, 0.4 mmol) was added and the resulting mixture was stirred at room temperature overnight. Cold water was then added and the product was extracted with EtOAc and the or...